From a dataset of the Open Reaction Database (ORD), a public repository of structured organic reaction records. describe an organic reaction: reactants, conditions, products, and yield Starting materials: C(CCC)C(O)C=1N(C2=C(C=NC=3C=CC=CC23)N1)CC(C)C (α-Butyl-1-(2-methylpropyl)-1H-imidazo[4,5-c]quinoline-2-methanol), C(C)(=O)OC(C)=O (acetic anhydride). Procedure: Using the general method of Example 46, α-butyl-1-(2-methylpropyl)-1H-imidazo[4,5-c]quinoline-2-methanol (11.6 g; 37 mmol, Example 56) was reacted with acetic anhydride to provide the desired product. As a reaction SMILES: [CH2:1]([CH:5]([C:7]1[N:8]([CH2:20][CH:21]([CH3:23])[CH3:22])[C:9]2[C:18]3[CH:17]=[CH:16][CH:15]=[CH:14][C:13]=3[N:12]=[CH:11][C:10]=2[N:19]=1)[OH:6])[CH2:2][CH2:3][CH3:4].[C:24](OC(=O)C)(=[O:26])[CH3:25]>>[C:24]([O:6][CH:5]([C:7]1[N:8]([CH2:20][CH:21]([CH3:22])[CH3:23])[C:9]2[C:18]3[CH:17]=[CH:16][CH:15]=[CH:14][C:13]=3[N:12]=[CH:11][C:10]=2[N:19]=1)[CH2:1][CH2:2][CH2:3][CH3:4])(=[O:26])[CH3:25]. Yields the product C(C)(=O)OC(CCCC)C=1N(C2=C(C=NC=3C=CC=CC23)N1)CC(C)C (2-(1-Acetoxypentyl)-1-(2-methylpropyl)-1H-imidazo[4,5-c]quinoline).